This data is from the Open Reaction Database (ORD), a public repository of structured organic reaction records. The task is: describe an organic reaction: reactants, conditions, products, and yield Reactants: C1C(C(C)=C)O1 (Isoprene monoxide), Formula 2, CN(C)C=O (DMF), Cl (HCl), SC=1SC2=C(N1)C=CC=C2 (2-mercaptobenzothiazole), sulfide, Formula 3, crude product. The reagents and catalysts are [Cu]I (CuI). The solvent is CCOC(=O)C.CCCCCC (EtOAc hexane), CCOC(=O)C.CCCCCC (EtOAc hexane), CCOC(=O)C.CCCCCC (EtOAc hexane), C(Cl)Cl (CH2Cl2). Yields the product S1C(=NC2=C1C=CC=C2)SC/C=C(/CO)\C ((E)-4-(Benzo[d]thiazol-2-ylthio)-2-methylbut-2-en-1-ol). The yield is 9.0%. As a reaction SMILES: C1[O:6][CH:2]1[C:3](=[CH2:5])[CH3:4].[CH3:7]N(C=O)C.[SH:12][C:13]1[S:14][C:15]2[CH:21]=[CH:20][CH:19]=[CH:18][C:16]=2[N:17]=1.Cl>C(Cl)Cl.[Cu]I.CCOC(C)=O.CCCCCC>[S:14]1[C:15]2[CH:21]=[CH:20][CH:19]=[CH:18][C:16]=2[N:17]=[C:13]1[S:12][CH2:7]/[CH:5]=[C:3](\[CH3:4])/[CH2:2][OH:6] |f:6.7|. Procedure details: Isoprene monoxide (2.64 g, 31.40 mmol) of Chemical Formula 2 was mixed with DMF (30 mL) and stirred, and the resulting stirred solution was added with 2-mercaptobenzothiazole (5.25 g, 31.40 mmol) and CuI (299 mg, 1.57 mmol). The reaction mixture was stirred at room temperature for 21 hr, and added with a 1 M HCl solution to terminate the reaction, and the resulting reaction product was diluted with CH2Cl2. The unreacted yellow starting material was removed using a porous glass funnel filter, and... Starting materials: P(=O)(Cl)(Cl)Cl (Phosphorus oxychloride), O1CCN(CC1)C1=NC=C(C(=N1)O)CC(=O)OCC (ethyl 2-morpholino-4-hydroxypyrimidine-5-acetate), C(C)O (ethanol), C(C)NCC (diethylamine). The solvent is O (Water). Product: O1CCN(CC1)C1=NC=C(C(=N1)N(CC)CC)CC(=O)OCC (Ethyl 2-morpholino-4-diethylaminopyrimidine-5-acetate). Yield: 69.5%. RXN SMILES: P(Cl)(Cl)(Cl)=O.[O:6]1[CH2:11][CH2:10][N:9]([C:12]2[N:17]=[C:16](O)[C:15]([CH2:19][C:20]([O:22][CH2:23][CH3:24])=[O:21])=[CH:14][N:13]=2)[CH2:8][CH2:7]1.C(O)C.[CH2:28]([NH:30][CH2:31][CH3:32])[CH3:29]>O>[O:6]1[CH2:11][CH2:10][N:9]([C:12]2[N:17]=[C:16]([N:30]([CH2:31][CH3:32])[CH2:28][CH3:29])[C:15]([CH2:19][C:20]([O:22][CH2:23][CH3:24])=[O:21])=[CH:14][N:13]=2)[CH2:8][CH2:7]1. Procedure details: Phosphorus oxychloride (11.7 ml) was added to 3.35 g (12.5 mmoles) of ethyl 2-morpholino-4-hydroxypyrimidine-5-acetate, and the mixture was heated under reflux for 4 hours. The reaction mixture was concentrated under reduced pressure, and methylene chloride and ice water were added. It was neutralized with sodium hydrogen carbonate. The methylene chloride layer was dried over anhydrous sodium sulfate, and concentrated under reduced pressure. To the product were added 15 ml of ethanol and 7.0 g (...